From a dataset of the Open Reaction Database (ORD), a public repository of structured organic reaction records. describe an organic reaction: reactants, conditions, products, and yield As a reaction SMILES: [BH3:29].[CH3:26][S:27][CH3:28].[CH3:30][OH:31].[F:1][c:2]1[cH:3][c:4]([CH2:5][O:6][c:7]2[cH:8][c:9]3[c:14]([cH:15][cH:16]2)[C:13](=[O:17])[N:12]([CH:18]([C:19](=[O:20])[OH:21])[CH3:22])[CH2:11][CH2:10]3)[cH:23][cH:24][cH:25]1.[O:32]1[CH2:33][CH2:34][CH2:35][CH2:36]1>>[F:1][c:2]1[cH:3][c:4]([CH2:5][O:6][c:7]2[cH:8][c:9]3[c:14]([cH:15][cH:16]2)[C:13](=[O:17])[N:12]([CH:18]([CH2:19][OH:20])[CH3:22])[CH2:11][CH2:10]3)[cH:23][cH:24][cH:25]1. Yields the product CC(CO)N1CCc2cc(OCc3cccc(F)c3)ccc2C1=O. Reactants: B, CSC, CO, CC(C(=O)O)N1CCc2cc(OCc3cccc(F)c3)ccc2C1=O, C1CCOC1.